Dataset: the Open Reaction Database (ORD), a public repository of structured organic reaction records. Task: describe an organic reaction: reactants, conditions, products, and yield Reactants: Brc1cc(Br)cc(Br)c1, Oc1ccc(F)cc1, [H-], [H][H], [Na+], Cc1cc(C)nc(C)c1. Product: Fc1ccc(Oc2cc(Br)cc(Br)c2)cc1. RXN SMILES: [Br:3][c:4]1[cH:5][c:6]([Br:11])[cH:7][c:8]([Br:10])[cH:9]1.[F:12][c:13]1[cH:14][cH:15][c:16]([OH:19])[cH:17][cH:18]1.[H-:1].[H:20][H:21].[Na+:2].[n:22]1[c:23]([CH3:24])[cH:25][c:26]([CH3:27])[cH:28][c:29]1[CH3:30]>>[c:4]1([O:19][c:16]2[cH:15][cH:14][c:13]([F:12])[cH:18][cH:17]2)[cH:5][c:6]([Br:11])[cH:7][c:8]([Br:10])[cH:9]1. Reactants: S(=S)(=O)([O-])[O-].[Na+].[Na+] (sodium thiosulfate), [OH-].[Na+] (NaOH), CSC=1C(=NC2=CC=CC=C2C1C(=O)N[C@@H](CC)C1=CC=CC=C1)C1=CC=CC=C1 (3-(methylthio)-2-phenyl-N-[(1S)-1-phenylpropyl]quinoline-4-carboxamide), C1=CC(=CC(=C1)Cl)C(=O)OO (MCPBA), C1=CC(=CC(=C1)Cl)C(=O)OO (MCPBA). Run in O (H2O), C(Cl)Cl (CH2Cl2), C(Cl)Cl (CH2Cl2). Conditions: temperature 40 celsius, time 1 hour. The product is CS(=O)(=O)C=1C(=NC2=CC=CC=C2C1C(=O)N[C@@H](CC)C1=CC=CC=C1)C1=CC=CC=C1 (3-(methylsulfonyl)-2-phenyl-N-[(1S)-1-phenylpropyl]quinoline-4-carboxamide). As a reaction SMILES: CS[C:3]1[C:4]([C:25]2[CH:30]=[CH:29][CH:28]=[CH:27][CH:26]=2)=[N:5][C:6]2[C:11]([C:12]=1[C:13]([NH:15][C@H:16]([C:19]1[CH:24]=[CH:23][CH:22]=[CH:21][CH:20]=1)[CH2:17][CH3:18])=[O:14])=[CH:10][CH:9]=[CH:8][CH:7]=2.[CH:31]1C=C(Cl)C=C(C(OO)=O)C=1.[S:42]([O-:46])([O-])(=[O:44])=S.[Na+].[Na+].[OH-].[Na+]>C(Cl)Cl.O>[CH3:31][S:42]([C:3]1[C:4]([C:25]2[CH:26]=[CH:27][CH:28]=[CH:29][CH:30]=2)=[N:5][C:6]2[C:11]([C:12]=1[C:13]([NH:15][C@H:16]([C:19]1[CH:20]=[CH:21][CH:22]=[CH:23][CH:24]=1)[CH2:17][CH3:18])=[O:14])=[CH:10][CH:9]=[CH:8][CH:7]=2)(=[O:46])=[O:44] |f:2.3.4,5.6|. Reported procedure: To a stirring solution of 3-(methylthio)-2-phenyl-N-[(1S)-1-phenylpropyl]quinoline-4-carboxamide (1) (40 mg, 0.097 mmol) in CH2Cl2 (1 mL) was added MCPBA (54 mg of 70-75%, 0.23 mmol) and solution allowed to stir for 1 h. Additional MCPBA (10 mg) was added and reaction heated at 40° C. for 1 h., then allowed to cool. Next was added H2O (1 mL) and a few crystals of sodium thiosulfate, CH2Cl2 (3 mL), and 1 N NaOH (2 mL-aqueous). The layers were shaken together, separated, the organics dried over Na... Starting materials: CCO, COc1c(C)cc(Cl)cc1[N+](=O)[O-]. Yields the product COc1c(C)cc(Cl)cc1N. Reaction SMILES: [CH3:14][CH2:15][OH:16].[N+:1]([O-:2])(=[O:3])[c:4]1[c:5]([O:12][CH3:13])[c:6]([CH3:11])[cH:7][c:8]([Cl:10])[cH:9]1>>[NH2:1][c:4]1[c:5]([O:12][CH3:13])[c:6]([CH3:11])[cH:7][c:8]([Cl:10])[cH:9]1. Starting materials: C(C)OC(=O)C=1C2=C(SC1NC(=O)C1CC1)C=CC=C2 (2-(Cyclopropanecarbonyl-amino)-benzo[b]thiophene-3-carboxylic acid ethyl ester), N (NH3). Conditions: temperature 90 celsius, time 24 hour. Product: C1(CC1)C=1N=C(C2=C(N1)SC1=C2C=CC=C1)O (2-Cyclopropyl-benzo[4,5]thieno[2,3-d]pyrimidin-4-ol). RXN SMILES: C([O:3][C:4]([C:6]1[C:7]2[CH:20]=[CH:19][CH:18]=[CH:17][C:8]=2[S:9][C:10]=1[NH:11][C:12]([CH:14]1[CH2:16][CH2:15]1)=O)=O)C.[NH3:21]>>[CH:14]1([C:12]2[N:21]=[C:4]([OH:3])[C:6]3[C:7]4[CH:20]=[CH:19][CH:18]=[CH:17][C:8]=4[S:9][C:10]=3[N:11]=2)[CH2:16][CH2:15]1. Procedure details: A suspension of 10 millimol VII in 10 milliliter 25% aqueous NH3 was stirred at 90° C. for 24 hours in closed vial. The reaction mixture was cooled down to room temperature, and poured onto crushed ice with continuous stirring then collected by filtration. The product was washed with water and n-hexane, then dried. The reactants are OCC1C(SC2=C(NC1=O)C=CC=C2)C2=CC=C(C=C2)C (2,3-dihydro-3-hydroxymethyl-2-(p-tolyl)-1,5-benzothiazepin-4(5H)-one), CS(=O)(=O)Cl (methanesulfonyl chloride), O (Water). Run in N1=CC=CC=C1 (pyridine). Run at time 2 hour. Product: CS(=O)(=O)OCC1C(SC2=C(NC1=O)C=CC=C2)C2=CC=C(C=C2)C (2,3-dihydro-3-[(methylsulfonyloxy)methyl]-2-(p-tolyl)-1,5-benzothiazepin-4(5H)-one). Yield: 87.2%. RXN SMILES: [OH:1][CH2:2][CH:3]1[C:9](=[O:10])[NH:8][C:7]2[CH:11]=[CH:12][CH:13]=[CH:14][C:6]=2[S:5][CH:4]1[C:15]1[CH:20]=[CH:19][C:18]([CH3:21])=[CH:17][CH:16]=1.[CH3:22][S:23](Cl)(=[O:25])=[O:24].O>N1C=CC=CC=1>[CH3:22][S:23]([O:1][CH2:2][CH:3]1[C:9](=[O:10])[NH:8][C:7]2[CH:11]=[CH:12][CH:13]=[CH:14][C:6]=2[S:5][CH:4]1[C:15]1[CH:16]=[CH:17][C:18]([CH3:21])=[CH:19][CH:20]=1)(=[O:25])=[O:24]. Reported procedure: 3 g of 2,3-dihydro-3-hydroxymethyl-2-(p-tolyl)-1,5-benzothiazepin-4(5H)-one prepared as described in Reference Example 3 was dissolved in 15 ml of pyridine. 1.3 g of methanesulfonyl chloride was added to the solution and the mixture was stirred at room temperature for 2 hours. Water was added to the reaction mixture and the precipitated crystals were separated by filtration and recrystallized from dichloromethane-n-hexane to obtain 3.3 g of 2,3-dihydro-3-[(methylsulfonyloxy)methyl]-2-(p-tolyl)-1... Reactants: BrC=1C=NC=C(C(=O)OCC)C1 (ethyl 5-bromonicotinate), FC(C1=CC=C(C=C1)B(O)O)(F)F (4-trifluoromethylphenylboronic acid), C([O-])([O-])=O.[Na+].[Na+] (sodium carbonate). Reagents/catalysts: C=1C=CC(=CC1)[P](C=2C=CC=CC2)(C=3C=CC=CC3)[Pd]([P](C=4C=CC=CC4)(C=5C=CC=CC5)C=6C=CC=CC6)([P](C=7C=CC=CC7)(C=8C=CC=CC8)C=9C=CC=CC9)[P](C=1C=CC=CC1)(C=1C=CC=CC1)C=1C=CC=CC1 (tetrakis(triphenylphosphine)palladium(0)). Solvent: COCCOC (1,2-dimethoxyethane), O (water), CN(C=O)C (dimethylformamide). Run at temperature 85 celsius, time 18 hour. Product: FC(C1=CC=C(C=C1)C=1C=C(C=NC1)C(=O)OCC)(F)F (Ethyl 5-[4-(trifluoromethyl)phenyl]pyridine-3-carboxylate). As a reaction SMILES: Br[C:2]1[CH:3]=[N:4][CH:5]=[C:6]([CH:12]=1)[C:7]([O:9][CH2:10][CH3:11])=[O:8].[F:13][C:14]([F:25])([F:24])[C:15]1[CH:20]=[CH:19][C:18](B(O)O)=[CH:17][CH:16]=1.C(=O)([O-])[O-].[Na+].[Na+]>COCCOC.O.CN(C)C=O.C1C=CC([P]([Pd]([P](C2C=CC=CC=2)(C2C=CC=CC=2)C2C=CC=CC=2)([P](C2C=CC=CC=2)(C2C=CC=CC=2)C2C=CC=CC=2)[P](C2C=CC=CC=2)(C2C=CC=CC=2)C2C=CC=CC=2)(C2C=CC=CC=2)C2C=CC=CC=2)=CC=1>[F:13][C:14]([F:25])([F:24])[C:15]1[CH:20]=[CH:19][C:18]([C:2]2[CH:12]=[C:6]([C:7]([O:9][CH2:10][CH3:11])=[O:8])[CH:5]=[N:4][CH:3]=2)=[CH:17][CH:16]=1 |f:2.3.4,^1:47,49,68,87|. Procedure details: 6.74 g (29.3 mmol) of ethyl 5-bromonicotinate, 8.35 g (43.9 mmol) of 4-trifluoromethylphenylboronic acid, 0.17 g (0.15 mmol) of tetrakis(triphenylphosphine)palladium(0) and 6.21 g (58.6 mmol) of sodium carbonate were dissolved in a mixture of 75 ml of 1,2-dimethoxyethane, 15 ml of water and 184 ml of dimethylformamide and stirred at 85° C. for 18 h. For work-up, some of the dimethylformamide was removed under reduced pressure, and the reaction mixture was diluted with water and extracted with di...